describe an organic reaction: reactants, conditions, products, and yield From a dataset of the Open Reaction Database (ORD), a public repository of structured organic reaction records. Reactants: [Al+3], CC(=O)Cl, [Cl-], [Cl-], [Cl-], CC(Cl)Cl, O, CCOC(=O)c1oc2cccc(O)c2c1C. Yields the product CCOC(=O)c1oc2ccc(C(C)=O)c(O)c2c1C. Reaction SMILES: [Al+3:18].[CH3:21][C:22]([Cl:23])=[O:24].[Cl-:17].[Cl-:19].[Cl-:20].[Cl:26][CH:27]([Cl:28])[CH3:29].[OH2:25].[OH:1][c:2]1[cH:3][cH:4][cH:5][c:6]2[c:7]1[c:8]([CH3:16])[c:9]([C:11](=[O:12])[O:13][CH2:14][CH3:15])[o:10]2>>[OH:1][c:2]1[c:3]([C:22]([CH3:21])=[O:24])[cH:4][cH:5][c:6]2[c:7]1[c:8]([CH3:16])[c:9]([C:11](=[O:12])[O:13][CH2:14][CH3:15])[o:10]2. The reactants are C1CCOC1, CSc1cccc(C(=NOCc2cccc(N3C(=O)c4ccccc4C3=O)n2)c2nnnn2C)c1, NN, O. Product: CSc1cccc(C(=NOCc2cccc(N)n2)c2nnnn2C)c1. Reaction SMILES: [CH2:39]1[O:40][CH2:41][CH2:42][CH2:43]1.[CH3:1][S:2][c:3]1[cH:4][c:5]([C:9]([c:10]2[n:11][n:12][n:13][n:14]2[CH3:15])=[N:16][O:17][CH2:18][c:19]2[cH:20][cH:21][cH:22][c:23]([N:25]3[C:26](=[O:27])[c:28]4[c:29]([cH:30][cH:31][cH:32][cH:33]4)[C:34]3=[O:35])[n:24]2)[cH:6][cH:7][cH:8]1.[NH2:37][NH2:38].[OH2:36]>>[CH3:1][S:2][c:3]1[cH:4][c:5]([C:9]([c:10]2[n:11][n:12][n:13][n:14]2[CH3:15])=[N:16][O:17][CH2:18][c:19]2[cH:20][cH:21][cH:22][c:23]([NH2:25])[n:24]2)[cH:6][cH:7][cH:8]1. Reactants: C12=CC=CC=C1CCCN2, CC1=CC=C(S(=O)(Cl)=O)C=C1. The reagents and catalysts are O=C([O-])O.[Na+] (NaHCO3). The solvent is O (water), OCCOCCOCCOCCOCCO (PEG400), CC(C)=O (acetone). Reaction conditions: temperature 25 celsius, pressure 100 psi, time 20 minute. The product is Cc1ccc(S(=O)(=O)N2CCCc3ccccc32)cc1. Yield: 100.0%. The reactants are N[C@@H](CSC(C1=CC=CC=C1)(C1=CC=CC=C1)C1=CC=CC=C1)C(=O)N1[C@H](C(=O)O)CCC1 (H-Cys(Trt)-Pro), Fmoc peptide, peptide, N([C@@H](CCCCNC(=O)OC(C)(C)C)C(=O)N[C@@H]([C@H](OC(C)(C)C)C)C(=O)N[C@@H](C)C(=O)N[C@@H](CC(NC(C1=CC=CC=C1)(C1=CC=CC=C1)C1=CC=CC=C1)=O)C(=O)O)C(=O)OCC1C2=CC=CC=C2C2=CC=CC=C12 (Fmoc-Lys(Boc)-Thr(But)-Ala-Asn(Trt)-OH). Run in C1CCC(CC1)N=C=NC2CCCCC2.C=1C=CC2=C(C1)N=NN2O (DCCI HOBt). The product is N([C@@H](CCCCNC(=O)OC(C)(C)C)C(=O)N[C@@H]([C@H](OC(C)(C)C)C)C(=O)N[C@@H](C)C(=O)N[C@@H](CC(NC(C1=CC=CC=C1)(C1=CC=CC=C1)C1=CC=CC=C1)=O)C(=O)N[C@@H](CSC(C1=CC=CC=C1)(C1=CC=CC=C1)C1=CC=CC=C1)C(=O)N1[C@H](C(=O)O)CCC1)C(=O)OCC1C2=CC=CC=C2C2=CC=CC=C12 (Fmoc-Lys(Boc)-Thr(But)-Ala-Asn(Trt)-Cys(Trt)-Pro). RXN SMILES: [NH2:1][C@H:2]([C:24]([N:26]1[CH2:33][CH2:32][CH2:31][C@H:27]1[C:28]([OH:30])=[O:29])=[O:25])[CH2:3][S:4][C:5]([C:18]1[CH:23]=[CH:22][CH:21]=[CH:20][CH:19]=1)([C:12]1[CH:17]=[CH:16][CH:15]=[CH:14][CH:13]=1)[C:6]1[CH:11]=[CH:10][CH:9]=[CH:8][CH:7]=1.[NH:34]([C:94]([O:96][CH2:97][CH:98]1[C:110]2[C:105](=[CH:106][CH:107]=[CH:108][CH:109]=2)[C:104]2[C:99]1=[CH:100][CH:101]=[CH:102][CH:103]=2)=[O:95])[C@H:35]([C:48]([NH:50][C@H:51]([C:59]([NH:61][C@H:62]([C:64]([NH:66][C@H:67]([C:91](O)=[O:92])[CH2:68][C:69](=[O:90])[NH:70][C:71]([C:84]1[CH:89]=[CH:88][CH:87]=[CH:86][CH:85]=1)([C:78]1[CH:83]=[CH:82][CH:81]=[CH:80][CH:79]=1)[C:72]1[CH:77]=[CH:76][CH:75]=[CH:74][CH:73]=1)=[O:65])[CH3:63])=[O:60])[C@@H:52]([CH3:58])[O:53][C:54]([CH3:57])([CH3:56])[CH3:55])=[O:49])[CH2:36][CH2:37][CH2:38][CH2:39][NH:40][C:41]([O:43][C:44]([CH3:47])([CH3:46])[CH3:45])=[O:42]>C1CCC(N=C=NC2CCCCC2)CC1.C1C=CC2N(O)N=NC=2C=1>[NH:34]([C:94]([O:96][CH2:97][CH:98]1[C:110]2[C:105](=[CH:106][CH:107]=[CH:108][CH:109]=2)[C:104]2[C:99]1=[CH:100][CH:101]=[CH:102][CH:103]=2)=[O:95])[C@H:35]([C:48]([NH:50][C@H:51]([C:59]([NH:61][C@H:62]([C:64]([NH:66][C@H:67]([C:91]([NH:1][C@H:2]([C:24]([N:26]1[CH2:33][CH2:32][CH2:31][C@H:27]1[C:28]([OH:30])=[O:29])=[O:25])[CH2:3][S:4][C:5]([C:12]1[CH:17]=[CH:16][CH:15]=[CH:14][CH:13]=1)([C:18]1[CH:19]=[CH:20][CH:21]=[CH:22][CH:23]=1)[C:6]1[CH:7]=[CH:8][CH:9]=[CH:10][CH:11]=1)=[O:92])[CH2:68][C:69](=[O:90])[NH:70][C:71]([C:78]1[CH:83]=[CH:82][CH:81]=[CH:80][CH:79]=1)([C:84]1[CH:85]=[CH:86][CH:87]=[CH:88][CH:89]=1)[C:72]1[CH:73]=[CH:74][CH:75]=[CH:76][CH:77]=1)=[O:65])[CH3:63])=[O:60])[C@@H:52]([CH3:58])[O:53][C:54]([CH3:57])([CH3:55])[CH3:56])=[O:49])[CH2:36][CH2:37][CH2:38][CH2:39][NH:40][C:41]([O:43][C:44]([CH3:45])([CH3:46])[CH3:47])=[O:42] |f:2.3|. Procedure: 0.4 g of H-Cys(Trt)-Pro-Wang resin are condensed in a peptide synthesizer (continuous flow principle) with Fmoc-Lys(Boc)-Thr(But)-Ala-Asn(Trt)-OH (SEQ ID NO:87), using a three-fold excess of the Fmoc peptide. The coupling is carried out at room temperature in DCCI/HOBt, to give Fmoc-Lys(Boc)-Thr(But)-Ala-Asn(Trt)-Cys(Trt)-Pro-Wang (SEQ ID NO:223) resin. Subsequent treatment with TFA/CH2Cl2 followed by removal of the Fmoc group with piperidine/DMF (20%) gives H-Lys-Thr-Ala-Asn-Cys(Trt)-Pro-OH (SE... The reactants are O=C(Cl)CF, COc1ccc(NC(=O)c2cc([N+](=O)[O-])ccc2N)c(C)c1, c1ccncc1. The product is COc1ccc(NC(=O)c2cc([N+](=O)[O-])ccc2NC(=O)CF)c(C)c1. RXN SMILES: [F:23][CH2:24][C:25](=[O:26])[Cl:27].[NH2:1][c:2]1[c:3]([C:4](=[O:5])[NH:6][c:7]2[c:8]([CH3:15])[cH:9][c:10]([O:13][CH3:14])[cH:11][cH:12]2)[cH:16][c:17]([N+:20](=[O:21])[O-:22])[cH:18][cH:19]1.[cH:28]1[cH:29][cH:30][n:31][cH:32][cH:33]1>>[NH:1]([c:2]1[c:3]([C:4](=[O:5])[NH:6][c:7]2[c:8]([CH3:15])[cH:9][c:10]([O:13][CH3:14])[cH:11][cH:12]2)[cH:16][c:17]([N+:20](=[O:21])[O-:22])[cH:18][cH:19]1)[C:25]([CH2:24][F:23])=[O:26].